Dataset: the Open Reaction Database (ORD), a public repository of structured organic reaction records. Task: describe an organic reaction: reactants, conditions, products, and yield Product: CN(C(=O)CCN(C(OCC1=CC=CC=C1)=O)C)C (Benzyl [2-(dimethylcarbamoyl)ethyl]methylcarbamate). Reported procedure: Benzyl [2-(dimethylcarbamoyl)ethyl]carbamate (I-139) (0.69 g, 2.76 mmol) was dissolved in tetrahydrofuran (10 ml), and with cooling with ice, sodium hydride (oily, about 55%, 0.15 g, 3.44 mmol) was added, followed by stirring for 10 minutes. Iodomethane (0.26 ml, 4.18 mmol) was added, followed by stirring at room temperature for 18 hours, and water was added. After extraction with ethyl acetate and drying over anhydrous sodium sulfate, the solvent was evaporated away, and the resulting residue w... Isolated yield 86.0%. Run in O1CCCC1 (tetrahydrofuran). Reaction SMILES: [CH3:1][N:2]([CH3:18])[C:3]([CH2:5][CH2:6][NH:7][C:8](=[O:17])[O:9][CH2:10][C:11]1[CH:16]=[CH:15][CH:14]=[CH:13][CH:12]=1)=[O:4].[H-].[Na+].I[CH3:22].O>O1CCCC1>[CH3:18][N:2]([CH3:1])[C:3]([CH2:5][CH2:6][N:7]([CH3:22])[C:8](=[O:17])[O:9][CH2:10][C:11]1[CH:16]=[CH:15][CH:14]=[CH:13][CH:12]=1)=[O:4] |f:1.2|. Run at time 10 minute. Reactants: O (water), CN(C(=O)CCNC(OCC1=CC=CC=C1)=O)C (Benzyl [2-(dimethylcarbamoyl)ethyl]carbamate), IC (Iodomethane), [H-].[Na+] (sodium hydride). The reactants are NCC(=O)N(C)C=1C(=C(COC=2C=CC=C3C(=CC(=NC23)C)OCC2=NC=CC=C2)C(=CC1)Cl)Cl (8-[3-(N-glycyl-N-methylamino)-2,6-dichlorobenzyloxy]-2-methyl-4-(2-pyridylmethoxy)quinoline), C(C1=CC=NC=C1)(=O)NC1=CC=C(C=CC(=O)O)C=C1 (4-(isonicotinamido)cinnamic acid), Cl.C(C)N=C=NCCCN(C)C (1-ethyl-3-(3-dimethylaminopropyl)carbodiimide hydrochloride), ON1N=NC2=C1C=CC=C2 (1-hydroxybenzotriazole). Run in CN(C=O)C (N,N-dimethylformamide), O (water). Conditions: time 1 day. Product: ClC1=C(COC=2C=CC=C3C(=CC(=NC23)C)OCC2=NC=CC=C2)C(=CC=C1N(C(CNC(C=CC1=CC=C(C=C1)NC(C1=CC=NC=C1)=O)=O)=O)C)Cl (8-[2,6-dichloro-3-[N-methyl-N-[4-(isonicotinamido)cinnamoylglycyl]amino]-benzyloxy]-2-methyl-4-(2-pyridylmethoxy)quinoline). Yield: 42.5%. As a reaction SMILES: [NH2:1][CH2:2][C:3]([N:5]([C:7]1[C:8]([Cl:35])=[C:9]([C:31]([Cl:34])=[CH:32][CH:33]=1)[CH2:10][O:11][C:12]1[CH:13]=[CH:14][CH:15]=[C:16]2[C:21]=1[N:20]=[C:19]([CH3:22])[CH:18]=[C:17]2[O:23][CH2:24][C:25]1[CH:30]=[CH:29][CH:28]=[CH:27][N:26]=1)[CH3:6])=[O:4].[C:36]([NH:44][C:45]1[CH:55]=[CH:54][C:48]([CH:49]=[CH:50][C:51](O)=[O:52])=[CH:47][CH:46]=1)(=[O:43])[C:37]1[CH:42]=[CH:41][N:40]=[CH:39][CH:38]=1.Cl.C(N=C=NCCCN(C)C)C.ON1C2C=CC=CC=2N=N1>CN(C)C=O.O>[Cl:35][C:8]1[C:7]([N:5]([CH3:6])[C:3](=[O:4])[CH2:2][NH:1][C:51](=[O:52])[CH:50]=[CH:49][C:48]2[CH:47]=[CH:46][C:45]([NH:44][C:36](=[O:43])[C:37]3[CH:42]=[CH:41][N:40]=[CH:39][CH:38]=3)=[CH:55][CH:54]=2)=[CH:33][CH:32]=[C:31]([Cl:34])[C:9]=1[CH2:10][O:11][C:12]1[CH:13]=[CH:14][CH:15]=[C:16]2[C:21]=1[N:20]=[C:19]([CH3:22])[CH:18]=[C:17]2[O:23][CH2:24][C:25]1[CH:30]=[CH:29][CH:28]=[CH:27][N:26]=1 |f:2.3|. Procedure: To a solution of 8-[3-(N-glycyl-N-methylamino)-2,6-dichlorobenzyloxy]-2-methyl-4-(2-pyridylmethoxy)quinoline (30 mg) and 4-(isonicotinamido)cinnamic acid (17 mg) in N,N-dimethylformamide (2 ml) were added 1-ethyl-3-(3-dimethylaminopropyl)carbodiimide hydrochloride (14 mg) and 1-hydroxybenzotriazole (11 mg) at ambient temperature, and the mixture was allowed to stand for 1 day at ambient temperature. The reaction mixture was poured into water and extracted with chloroform. The organic layer was w... Reactants: Cl (HCl), sol., COCCNCCOC (N,N-bis(2-methoxyethyl)amine), C(=O)C1=CC=2SC(=CC2S1)S(=O)(=O)N (5-formylthieno[3,2-b]thiophene-2-sulfonamide), C(#N)[BH3-].[Na+] (Sodium cyanoborohydride), [BH4-].[Na+] (sodium borohydride). Run in O (water), ice water. Reaction conditions: time 15 minute. The product is COCCN(CCOC)CC1=CC=2SC(=CC2S1)S(=O)(=O)N (5-[N,N-bis(2-methoxyethyl)aminomethyl]thieno[3,2-b]thiophene-2-sulfonamide). RXN SMILES: Cl.[CH3:2][O:3][CH2:4][CH2:5][NH:6][CH2:7][CH2:8][O:9][CH3:10].[CH:11]([C:13]1[S:20][C:19]2[CH:18]=[C:17]([S:21]([NH2:24])(=[O:23])=[O:22])[S:16][C:15]=2[CH:14]=1)=O.C([BH3-])#N.[Na+].[BH4-].[Na+]>O>[CH3:2][O:3][CH2:4][CH2:5][N:6]([CH2:11][C:13]1[S:20][C:19]2[CH:18]=[C:17]([S:21]([NH2:24])(=[O:23])=[O:22])[S:16][C:15]=2[CH:14]=1)[CH2:7][CH2:8][O:9][CH3:10] |f:3.4,5.6|. Procedure details: Methanolic HCl (2.7 mL of a 5.10M sol., 14 mmoles) was added to a solution of N,N-bis(2-methoxyethyl)amine. The solution was stirred for 15 minutes followed by the addition of 5-formylthieno[3,2-b]thiophene-2-sulfonamide (11) (0.742 g,. 3 mmole). The mixture was stirred at room temperature for 24 hours. Sodium cyanoborohydride (0.19 g., 3 mmoles) was added and the mixture was stirred for 24 hours. The mixture was cooled in ice water bath and sodium borohydride (0.38 g., 10 mmoles) was added in d... Procedure: To a 22% (w/w) unprocessed aqueous solution of 6160 g (about 12.2 mol) sodium N-methylglycinate, 20% sulfuric acid was added under stirring and cooling in an ice-salt liquor bath to adjusting the pH to 9.8. The temperature was kept below 15° C. in this process. Under the condition that the internal temperature was kept at 40° C., 3052 g (11 mol) of S-methylisothiourea sulfate was slowly added into the solution under stirring within 100 minutes. Then the solution was further stirred for 15 minute... Reaction conditions: temperature 45 celsius, time 45 minute. Reactants: crude product, S(O)(O)(=O)=O (sulfuric acid), CNCC(=O)[O-].[Na+] (sodium N-methylglycinate), S(O)(O)(=O)=O (sulfuric acid), O.O=C(O)CN(C)C(N)=N (creatine-monohydrate), S(=O)(=O)(O)O.CSC(N)=N (S-methylisothiourea sulfate), C(CN(CC(=O)O)CC(=O)O)N(CC(=O)O)CC(=O)O (disodium EDTA). Solvent: O (water). Yields the product O=C(O)CN(C)C(N)=N (creatine). As a reaction SMILES: CNCC([O-])=O.[Na+].S(=O)(=O)(O)O.S(O)(O)(=O)=O.CSC(=N)N.C(N(CC(O)=O)CC(O)=O)CN(CC(O)=O)CC(O)=O.O.[O:44]=[C:45]([CH2:47][N:48]([C:50](=[NH:52])[NH2:51])[CH3:49])[OH:46]>O>[O:44]=[C:45]([CH2:47][N:48]([C:50](=[NH:51])[NH2:52])[CH3:49])[OH:46] |f:0.1,3.4,6.7|.